Task: describe an organic reaction: reactants, conditions, products, and yield. Dataset: the Open Reaction Database (ORD), a public repository of structured organic reaction records Reaction SMILES: [Br:1][C:2]1[CH:3]=[CH:4][C:5](F)=[C:6]([C:8]([C:10]2([OH:21])[CH2:16][CH2:15][C:14]3[CH:17]=[CH:18][CH:19]=[CH:20][C:13]=3[CH2:12][CH2:11]2)=[O:9])[CH:7]=1.[H-].[Na+]>C1COCC1>[Br:1][C:2]1[CH:3]=[CH:4][C:5]2[O:21][C:10]3([CH2:16][CH2:15][C:14]4[CH:17]=[CH:18][CH:19]=[CH:20][C:13]=4[CH2:12][CH2:11]3)[C:8](=[O:9])[C:6]=2[CH:7]=1 |f:1.2|. Run at temperature 100 celsius. Reported procedure: A mixture of (5-bromo-2-fluorophenyl)(7-hydroxy-6,7,8,9-tetrahydro-5H-benzo[7]annulen-7-yl)methanone (1.3739 g, 3.78 mmol) and 60% NaH (0.5900 g, 14.75 mmol) in THF (20 mL) was heated at 100° C. for 1 h. The reaction mixture was then cooled with an ice bath and quenched with 2 N HCl (5 mL), extracted with ethyl acetate, dried over Na2SO4. After the solvents were evaporated, the residue was purified by chromatography on silica gel eluted with hexanes/ethyl acetate to afford 0.9170 g (71%) of 5′-b... Yields the product BrC=1C=CC2=C(C(C3(O2)CCC2=C(CC3)C=CC=C2)=O)C1 (5′-bromo-5,6,8,9-tetrahydro-3′H-spiro[benzo[7]annulene-7,2′-benzofuran]-3′-one). Reactants: BrC=1C=CC(=C(C1)C(=O)C1(CCC2=C(CC1)C=CC=C2)O)F ((5-bromo-2-fluorophenyl)(7-hydroxy-6,7,8,9-tetrahydro-5H-benzo[7]annulen-7-yl)methanone), [H-].[Na+] (NaH). Solvent: C1CCOC1 (THF). Isolated yield 70.7%. The reactants are C(C)C1=NN(C2=CC=CC(=C12)NC(=O)C1=CN=C2N1C=CC(=C2)OC[C@H]2NCC[C@@H]2O)CC2=NC(=CC=C2)C (N-(3-ethyl-1-((6-methylpyridin-2-yl)methyl)-1H-indazol-4-yl)-7-(((2R,3S)-3-hydroxypyrrolidin-2-yl)methoxy)imidazo[1,2-a]pyridine-3-carboxamide), C=O (HCHO), aqueous solution, [BH-](OC(=O)C)(OC(=O)C)OC(=O)C.[Na+] (NaBH(OAc)3). Solvent: CO (MeOH). Reaction conditions: time 30 minute. The product is C(C)C1=NN(C2=CC=CC(=C12)NC(=O)C1=CN=C2N1C=CC(=C2)OC[C@H]2N(CC[C@@H]2O)C)CC2=NC(=CC=C2)C (N-(3-ethyl-1-((6-methylpyridin-2yl)methyl)-1H-indazol-4-yl)-7-(((2R,3S)-3-hydroxy-1-methylpyrrolidin-2-yl)methoxy)imidazo[1,2-a]pyridine-3-carboxamide). RXN SMILES: [CH2:1]([C:3]1[C:11]2[C:6](=[CH:7][CH:8]=[CH:9][C:10]=2[NH:12][C:13]([C:15]2[N:19]3[CH:20]=[CH:21][C:22]([O:24][CH2:25][C@@H:26]4[C@@H:30]([OH:31])[CH2:29][CH2:28][NH:27]4)=[CH:23][C:18]3=[N:17][CH:16]=2)=[O:14])[N:5]([CH2:32][C:33]2[CH:38]=[CH:37][CH:36]=[C:35]([CH3:39])[N:34]=2)[N:4]=1)[CH3:2].C=O.[BH-](OC(C)=O)(OC(C)=O)O[C:44](C)=O.[Na+]>CO>[CH2:1]([C:3]1[C:11]2[C:6](=[CH:7][CH:8]=[CH:9][C:10]=2[NH:12][C:13]([C:15]2[N:19]3[CH:20]=[CH:21][C:22]([O:24][CH2:25][C@@H:26]4[C@@H:30]([OH:31])[CH2:29][CH2:28][N:27]4[CH3:44])=[CH:23][C:18]3=[N:17][CH:16]=2)=[O:14])[N:5]([CH2:32][C:33]2[CH:38]=[CH:37][CH:36]=[C:35]([CH3:39])[N:34]=2)[N:4]=1)[CH3:2] |f:2.3|. Reported procedure: To N-(3-ethyl-1-((6-methylpyridin-2-yl)methyl)-1H-indazol-4-yl)-7-(((2R,3S)-3-hydroxypyrrolidin-2-yl)methoxy)imidazo[1,2-a]pyridine-3-carboxamide (5 mg, 0.0095 mmol; Example 38 in MeOH (1 mL) was added HCHO (as a 35% aqueous solution) (7.7 mg, 0.095 mmol) and NaBH(OAc)3 (10 mg, 0.048 mmol). The reaction mixture was stirred for 30 minutes and concentrated under reduced pressure. Purification by silica gel chromatography (DCM/MeOH/NH4OH 10:1:0.1) provided the final product (3 mg). MS (ES+APCI) m/z... Reactants: COC(=O)C1=CC(=C(C=C1)C1=C(C=CC=C1C)C)C (2,2′,6′-Trimethyl-biphenyl-4-carboxylic acid methyl ester), [OH-].[Na+] (sodium hydroxide), Cl (hydrochloric acid). Run in O1CCCC1 (tetrahydrofuran). Conditions: temperature 90 celsius. Yields the product CC1=C(C=CC(=C1)C(=O)O)C1=C(C=CC=C1C)C (2,2′,6′-Trimethyl-biphenyl-4-carboxylic acid). Yield: 86.3%. RXN SMILES: C[O:2][C:3]([C:5]1[CH:10]=[CH:9][C:8]([C:11]2[C:16]([CH3:17])=[CH:15][CH:14]=[CH:13][C:12]=2[CH3:18])=[C:7]([CH3:19])[CH:6]=1)=[O:4].[OH-].[Na+].Cl>O1CCCC1>[CH3:19][C:7]1[CH:6]=[C:5]([C:3]([OH:4])=[O:2])[CH:10]=[CH:9][C:8]=1[C:11]1[C:16]([CH3:17])=[CH:15][CH:14]=[CH:13][C:12]=1[CH3:18] |f:1.2|. Procedure: A solution of 2,2′,6′-trimethyl-biphenyl-4-carboxylic acid methyl ester of Step A (18.5 g, 75.4 mmole) in tetrahydrofuran was treated with 1 N sodium hydroxide (250 mL) and heated at 90° C. for 20 hours. The mixture was acidified to pH ˜1 with concentrated hydrochloric acid, extracted with dichloromethane, dried over anhydrous magnesium sulfate, and concentrated to give the title compound as a white powder (15.63 g). Recrystallization from aqueous ethanol provided white plates, m.p. 172-173° C. Reactants: CC[O-], Cc1ccccc1, C=CC(C)(C)CC(=O)OCC, [Na+], OCc1ccccc1. The product is C=CC(C)(C)CC(=O)OCc1ccccc1. As a reaction SMILES: [CH3:21][CH2:22][O-:23].[CH3:24][c:25]1[cH:26][cH:27][cH:28][cH:29][cH:30]1.[CH3:9][C:10]([CH2:11][C:12](=[O:13])[O:14][CH2:15][CH3:16])([CH:17]=[CH2:18])[CH3:19].[Na+:20].[OH:1][CH2:2][c:3]1[cH:4][cH:5][cH:6][cH:7][cH:8]1>>[O:1]([CH2:2][c:3]1[cH:4][cH:5][cH:6][cH:7][cH:8]1)[C:12]([CH2:11][C:10]([CH3:9])([CH:17]=[CH2:18])[CH3:19])=[O:13]. The reactants are COC(CC1=CC=C(C=C1)OCCCON=C(C)C1=CC=C(C=C1)C(C)(C)C)=O ((4-{3-[1-(4-tert-butyl-phenyl)-ethylideneaminooxy]-propoxy}-phenyl)-acetic acid methyl ester), [OH-].[Na+] (sodium hydroxide). Run in O1CCCC1.C(C)O (tetrahydrofuran ethanol). Run at time 8 hour. Product: C(C)(C)(C)C1=CC=C(C=C1)C(C)=NOCCCOC1=CC=C(C=C1)CC(=O)O ((4-{3-[1-(4-tert-Butyl-phenyl)-ethylideneaminooxy]-propoxy}-phenyl)-acetic Acid). The yield is 45.5%. As a reaction SMILES: C[O:2][C:3](=[O:29])[CH2:4][C:5]1[CH:10]=[CH:9][C:8]([O:11][CH2:12][CH2:13][CH2:14][O:15][N:16]=[C:17]([C:19]2[CH:24]=[CH:23][C:22]([C:25]([CH3:28])([CH3:27])[CH3:26])=[CH:21][CH:20]=2)[CH3:18])=[CH:7][CH:6]=1.[OH-].[Na+]>O1CCCC1.C(O)C>[C:25]([C:22]1[CH:21]=[CH:20][C:19]([C:17](=[N:16][O:15][CH2:14][CH2:13][CH2:12][O:11][C:8]2[CH:7]=[CH:6][C:5]([CH2:4][C:3]([OH:29])=[O:2])=[CH:10][CH:9]=2)[CH3:18])=[CH:24][CH:23]=1)([CH3:28])([CH3:26])[CH3:27] |f:1.2,3.4|. Reported procedure: To a solution of (4-{3-[1-(4-tert-butyl-phenyl)-ethylideneaminooxy]-propoxy}-phenyl)-acetic acid methyl ester (3.55 mmol) in tetrahydrofuran/ethanol (3/2) (20 mL) was added 1 M sodium hydroxide solution (6 mL, 6 mmol) and the reaction was stirred overnight at room temperature. It was concentrated to a small volume, acidified to pH 1 with 1M hydrochloric acid solution and extracted with ethyl acetate. The combined organics were washed with brine, dried over anhydrous magnesium sulfate and concent... RXN SMILES: [CH3:1][NH:2][CH:3]([C:18]1[CH:19]=[N:20][CH:21]=[CH:22][CH:23]=1)[CH2:4][C:5]1[CH:10]=[CH:9][CH:8]=[CH:7][C:6]=1[NH:11]C(=O)C(C)(C)C>Cl>[NH2:11][C:6]1[CH:7]=[CH:8][CH:9]=[CH:10][C:5]=1[CH2:4][CH:3]([C:18]1[CH:19]=[N:20][CH:21]=[CH:22][CH:23]=1)[NH:2][CH3:1]. Reported procedure: A stirred solution of 7.13 g of N-[2-[2-(methylamino)-2-(3-pyridinyl)ethyl]phenyl]-2,2-dimethylpropanamide in 90 ml of 6N hydrochloric acid was refluxed for 5.5 hours and then allowed to stand overnight at room temperature. The solution was decanted over crushed ice, diluted with water (200 ml) and basified with 50% sodium hydroxide solution. The mixture was extracted with dichloromethane (3×150 ml) and the combined, organic phase was dried over anhydrous sodium sulfate, filtered, and concentrat... The solvent is Cl (hydrochloric acid). The reactants are CNC(CC1=C(C=CC=C1)NC(C(C)(C)C)=O)C=1C=NC=CC1 (N-[2-[2-(methylamino)-2-(3-pyridinyl)ethyl]phenyl]-2,2-dimethylpropanamide). Conditions: time 8 hour. Product: NC1=C(C=CC=C1)CC(NC)C=1C=NC=CC1 (2-amino-N-methyl-α-(3-pyridinyl)benzeneethanamine). The yield is 90.1%. Procedure: To a mixture of 3-[3-(4,5-dihydro-4(R)-phenyloxazol-2-yl)-2-fluorophenyl]-2-propyn-1-ol (1.41 g, 4.8 mmol), N,O-bis(tert-butoxycarbonyl)hydroxylamine (1.11 g, 4.8 mmol) and triphenylphosphine (1.63 g, 6.2 mmol) in dry tetrahydrofuran (350 ml) was added dropwise a solution of diethyl azodicarboxylate (1.08 g, 6.2 mmol) in dry tetrahydrofuran (15 ml). The reaction mixture was stirred for 2 hours and volatiles removed by evaporation. The residue was purified by column chromatography on silica gel e... Run in O1CCCC1 (tetrahydrofuran), O1CCCC1 (tetrahydrofuran). Starting materials: N(=NC(=O)OCC)C(=O)OCC (diethyl azodicarboxylate), C1(=CC=CC=C1)[C@H]1N=C(OC1)C=1C(=C(C=CC1)C#CCO)F (3-[3-(4,5-dihydro-4(R)-phenyloxazol-2-yl)-2-fluorophenyl]-2-propyn-1-ol), C(C)(C)(C)OC(=O)NOC(=O)OC(C)(C)C (N,O-bis(tert-butoxycarbonyl)hydroxylamine), C1(=CC=CC=C1)P(C1=CC=CC=C1)C1=CC=CC=C1 (triphenylphosphine). As a reaction SMILES: [C:1]1([C@@H:7]2[CH2:11][O:10][C:9]([C:12]3[C:13]([F:22])=[C:14]([C:18]#[C:19][CH2:20]O)[CH:15]=[CH:16][CH:17]=3)=[N:8]2)[CH:6]=[CH:5][CH:4]=[CH:3][CH:2]=1.[C:23]([O:27][C:28]([NH:30][O:31][C:32]([O:34][C:35]([CH3:38])([CH3:37])[CH3:36])=[O:33])=[O:29])([CH3:26])([CH3:25])[CH3:24].C1(P(C2C=CC=CC=2)C2C=CC=CC=2)C=CC=CC=1.N(C(OCC)=O)=NC(OCC)=O>O1CCCC1>[C:23]([O:27][C:28]([N:30]([CH2:20][C:19]#[C:18][C:14]1[CH:15]=[CH:16][CH:17]=[C:12]([C:9]2[O:10][CH2:11][C@@H:7]([C:1]3[CH:6]=[CH:5][CH:4]=[CH:3][CH:2]=3)[N:8]=2)[C:13]=1[F:22])[O:31][C:32]([O:34][C:35]([CH3:38])([CH3:37])[CH3:36])=[O:33])=[O:29])([CH3:26])([CH3:25])[CH3:24]. The yield is 66.9%. Conditions: time 2 hour. The product is C(C)(C)(C)OC(=O)N(OC(=O)OC(C)(C)C)CC#CC1=C(C(=CC=C1)C=1OC[C@H](N1)C1=CC=CC=C1)F (N,O-di(tert-butoxycarbonyl)-[3-[3-(4,5-dihydro-4(R)-phenyloxazol-2-yl)-2-fluoro-phenyl]-2-propyn-1-yl]hydroxylamine). Starting materials: ClCCCS(=O)(=O)NCC(CSCCCCCCCCCCCCCCCC)OC (3-(3-chloropropylsulfonylamino)-1-hexadecylthio-2-methoxypropane), [I-].[Na+] (sodium iodide). The solvent is C(C)C(=O)C (methyl ethyl ketone). Product: C(CCCCCCCCCCCCCCC)SCC(CNS(=O)(=O)CCCI)OC (1-hexadecylthio-3-(3-iodopropylsulfonylamino)-2-methoxypropane). The yield is 86.6%. Reaction SMILES: Cl[CH2:2][CH2:3][CH2:4][S:5]([NH:8][CH2:9][CH:10]([O:29][CH3:30])[CH2:11][S:12][CH2:13][CH2:14][CH2:15][CH2:16][CH2:17][CH2:18][CH2:19][CH2:20][CH2:21][CH2:22][CH2:23][CH2:24][CH2:25][CH2:26][CH2:27][CH3:28])(=[O:7])=[O:6].[I-:31].[Na+]>C(C(C)=O)C>[CH2:13]([S:12][CH2:11][CH:10]([O:29][CH3:30])[CH2:9][NH:8][S:5]([CH2:4][CH2:3][CH2:2][I:31])(=[O:7])=[O:6])[CH2:14][CH2:15][CH2:16][CH2:17][CH2:18][CH2:19][CH2:20][CH2:21][CH2:22][CH2:23][CH2:24][CH2:25][CH2:26][CH2:27][CH3:28] |f:1.2|. Reported procedure: To a solution of 1.03 g (2.12 mM) of 3-(3-chloropropylsulfonylamino)-1-hexadecylthio-2-methoxypropane IIIa2 in 20 ml of methyl ethyl ketone is added 636 mg (4.24 mM) of sodium iodide and the mixture is refluxed or 3 hours with stirring. After the solvent is evaporated, the residue is purified by the column chromatography on silica gel with a n-hexane-ethyl acetate (4:1) mixture as an eluent to give 1.06 g (1.835 mM) of 1-hexadecylthio-3-(3-iodopropylsulfonylamino)-2-methoxypropane IIa2 as an oil... Starting materials: Cl, COC(=O)C1=Cc2cc(-c3ccc(N4CCOCC4)cc3)ccc2S(=O)(=O)CC1. Product: Cl, O=C(O)C1=Cc2cc(-c3ccc(N4CCOCC4)cc3)ccc2S(=O)(=O)CC1. As a reaction SMILES: [ClH:30].[O:1]1[CH2:2][CH2:3][N:4]([c:7]2[cH:8][cH:9][c:10](-[c:13]3[cH:14][cH:15][c:16]4[c:17]([cH:29]3)[CH:18]=[C:19]([C:25](=[O:26])[O:27][CH3:28])[CH2:20][CH2:21][S:22]4(=[O:23])=[O:24])[cH:11][cH:12]2)[CH2:5][CH2:6]1>>[ClH:30].[O:1]1[CH2:2][CH2:3][N:4]([c:7]2[cH:8][cH:9][c:10](-[c:13]3[cH:14][cH:15][c:16]4[c:17]([cH:29]3)[CH:18]=[C:19]([C:25](=[O:26])[OH:27])[CH2:20][CH2:21][S:22]4(=[O:23])=[O:24])[cH:11][cH:12]2)[CH2:5][CH2:6]1. Reactants: [N+](=O)([O-])[O-].[Ca+2].[N+](=O)([O-])[O-] (calcium nitrate), P(=O)(O)([O-])[O-].[NH4+].[NH4+] (diammonium hydrogen phosphate). The product is P(=O)([O-])([O-])[O-].[Ca+2].P(=O)([O-])([O-])[O-].[Ca+2].[Ca+2] (calcium phosphate). RXN SMILES: [N+]([O-])([O-])=O.[Ca+2:5].[N+]([O-])([O-])=O.[P:10]([O-:14])([O-:13])([OH:12])=[O:11].[NH4+].[NH4+]>>[P:10]([O-:14])([O-:13])([O-:12])=[O:11].[Ca+2:5].[P:10]([O-:14])([O-:13])([O-:12])=[O:11].[Ca+2:5].[Ca+2:5] |f:0.1.2,3.4.5,6.7.8.9.10|. Reported procedure: First, calcium nitrate and diammonium hydrogen phosphate in a molar ratio of about 1.2-1.5:1 are interacted in aqueous solution at a pH of about 10-12 to produce a gelatinous precipitate of calcium phosphate. Temperature is not critical and the precipitation can be carried out from about 0° C. to 100° C., but is preferably carried out at about room temperature. The gelatinous precipitate thus obtained is separated from the solution by suitable means, for example by centrifugation and decantation...